Task: describe an organic reaction: reactants, conditions, products, and yield. Dataset: the Open Reaction Database (ORD), a public repository of structured organic reaction records Reactants: NC(=O)N (urea), NC=1C(=C(C(=CC1)Cl)S(=O)(=O)NCC1CC1)O (3-amino-6-chloro-N-cyclopropylmethyl-2-hydroxybenzenesulfonamide), ClC1=C(C=CC=C1Cl)N=C=O (2,3-dichlorophenylisocyanate). Yields the product ClC1=C(C(=C(C=C1)NC(=O)NC1=C(C(=CC=C1)Cl)Cl)O)S(=O)(=O)NCC1CC1 (N-[4-chloro-3-(N″-cyclopropylmethylaminosulfonyl)-2-hydroxyphenyl]-N′-(2,3 dichlorophenyl) urea). The yield is 53.8%. As a reaction SMILES: NC(N)=O.[NH2:5][C:6]1[C:7]([OH:21])=[C:8]([S:13]([NH:16][CH2:17][CH:18]2[CH2:20][CH2:19]2)(=[O:15])=[O:14])[C:9]([Cl:12])=[CH:10][CH:11]=1.[Cl:22][C:23]1[C:28]([Cl:29])=[CH:27][CH:26]=[CH:25][C:24]=1[N:30]=[C:31]=[O:32]>>[Cl:12][C:9]1[CH:10]=[CH:11][C:6]([NH:5][C:31]([NH:30][C:24]2[CH:25]=[CH:26][CH:27]=[C:28]([Cl:29])[C:23]=2[Cl:22])=[O:32])=[C:7]([OH:21])[C:8]=1[S:13]([NH:16][CH2:17][CH:18]1[CH2:20][CH2:19]1)(=[O:14])=[O:15]. Procedure: Following the general procedure for urea formation outlined in example 15, 3-amino-6-chloro-N-cyclopropylmethyl-2-hydroxybenzenesulfonamide (0.23 g, 0.77mmol) and 2,3-dichlorophenylisocyanate (100 μL, 0.76 mmol) were coupled to form the desired urea (0.19 g, 53%). LC-MS m/z 464 (M+). The reactants are C1CCC2=NCCCN2CC1, CC#N, COc1cc([N+](=O)[O-])ccc1F, Nc1cc(O)ccn1, CN(C)C=O, O. The product is COc1cc([N+](=O)[O-])ccc1Oc1ccnc(N)c1. RXN SMILES: [CH2:9]1[CH2:10][CH2:11][C:12]2=[N:17][CH2:16][CH2:15][CH2:14][N:13]2[CH2:18][CH2:19]1.[CH3:33][C:34]#[N:35].[F:20][c:21]1[c:22]([O:30][CH3:31])[cH:23][c:24]([N+:27](=[O:28])[O-:29])[cH:25][cH:26]1.[NH2:1][c:2]1[n:3][cH:4][cH:5][c:6]([OH:8])[cH:7]1.[O:36]=[CH:37][N:38]([CH3:39])[CH3:40].[OH2:32]>>[NH2:1][c:2]1[n:3][cH:4][cH:5][c:6]([O:8][c:21]2[c:22]([O:30][CH3:31])[cH:23][c:24]([N+:27](=[O:28])[O-:29])[cH:25][cH:26]2)[cH:7]1. The reactants are [N+](=O)([O-])C1=CC=CC=C1 (nitrobenzene), OC1=C(C=NC=2N1N=CC2C2=CC=C(C=C2)SC2=CC=CC=C2)C2=CC=C(C=C2)OC (7-hydroxy-6-(4-methoxyphenyl)-3-(4-phenylthiophenyl)pyrazolo[1,5-a]pyrimidine), BrBr (bromine), O (water). Run in CCOCC (ether). Reaction conditions: time 1 hour. Yields the product BrC=1C=C(C=CC1OC)C=1C=NC=2N(C1O)N=CC2C2=CC=C(C=C2)SC2=CC=CC=C2 (6-(3-bromo-4-methoxyphenyl)-7-hydroxy-3-(4-phenylthiophenyl)pyrazolo[1,5-a]pyrimidine). RXN SMILES: [N+](C1C=CC=CC=1)([O-])=O.[OH:10][C:11]1[N:16]2[N:17]=[CH:18][C:19]([C:20]3[CH:25]=[CH:24][C:23]([S:26][C:27]4[CH:32]=[CH:31][CH:30]=[CH:29][CH:28]=4)=[CH:22][CH:21]=3)=[C:15]2[N:14]=[CH:13][C:12]=1[C:33]1[CH:38]=[CH:37][C:36]([O:39][CH3:40])=[CH:35][CH:34]=1.[Br:41]Br.O>CCOCC>[Br:41][C:37]1[CH:38]=[C:33]([C:12]2[CH:13]=[N:14][C:15]3[N:16]([N:17]=[CH:18][C:19]=3[C:20]3[CH:21]=[CH:22][C:23]([S:26][C:27]4[CH:32]=[CH:31][CH:30]=[CH:29][CH:28]=4)=[CH:24][CH:25]=3)[C:11]=2[OH:10])[CH:34]=[CH:35][C:36]=1[O:39][CH3:40]. Procedure: To a 2-ml nitrobenzene suspension of 420 mg of 7-hydroxy-6-(4-methoxyphenyl)-3-(4-phenylthiophenyl)pyrazolo[1,5-a]pyrimidine, 0.1 ml of bromine was added and stirred for 1 hour at room temperature, and water and ether were added, and the precipitate was filtered. It was washed with water, methanol, ethyl acetate and ether, dried, and the title compound was obtained (270 mg, 54%). Starting materials: ClC1=C(C=C(C=C1)CN1CCCC1)C1=C(C=C(O1)C1=CC(=NC=C1C)NC(C)=O)C1=NN(C=N1)COCC[Si](C)(C)C (N-(4-{5-[2-chloro-5-(pyrrolidin-1-ylmethyl)phenyl]-4-(1-{[2-(trimethylsilyl)ethoxy]methyl}-1H-1,2,4-triazol-3-yl)-2-furyl}-5-methylpyridin-2-yl)acetamide), C(=O)(C(F)(F)F)O (TFA). Solvent: C(Cl)Cl (DCM). Run at time 8 hour. Yields the product ClC1=C(C=C(C=C1)CN1CCCC1)C1=C(C=C(O1)C1=CC(=NC=C1C)NC(C)=O)C1=NN=CN1 (N-(4-{5-[2-chloro-5-(pyrrolidin-1-ylmethyl)phenyl]-4-(4H-1,2,4-triazol-3-yl)-2-furyl}-5-methylpyridin-2-yl)acetamide). Yield: 86.3%. Reaction SMILES: [Cl:1][C:2]1[CH:7]=[CH:6][C:5]([CH2:8][N:9]2[CH2:13][CH2:12][CH2:11][CH2:10]2)=[CH:4][C:3]=1[C:14]1[O:18][C:17]([C:19]2[C:24]([CH3:25])=[CH:23][N:22]=[C:21]([NH:26][C:27](=[O:29])[CH3:28])[CH:20]=2)=[CH:16][C:15]=1[C:30]1[N:34]=[CH:33][N:32](COCC[Si](C)(C)C)[N:31]=1.C(O)(C(F)(F)F)=O>C(Cl)Cl>[Cl:1][C:2]1[CH:7]=[CH:6][C:5]([CH2:8][N:9]2[CH2:10][CH2:11][CH2:12][CH2:13]2)=[CH:4][C:3]=1[C:14]1[O:18][C:17]([C:19]2[C:24]([CH3:25])=[CH:23][N:22]=[C:21]([NH:26][C:27](=[O:29])[CH3:28])[CH:20]=2)=[CH:16][C:15]=1[C:30]1[NH:34][CH:33]=[N:32][N:31]=1. Procedure details: To a solution of N-(4-{5-[2-chloro-5-(pyrrolidin-1-ylmethyl)phenyl]-4-(1-{[2-(trimethylsilyl)ethoxy]methyl}-1H-1,2,4-triazol-3-yl)-2-furyl}-5-methylpyridin-2-yl)acetamide (0.20 g, 0.34 mmol) in DCM (5 mL) was added TFA (2 mL). The mixture was allowed to stir at rt overnight. The mixture was concentrated and the residue was purified by column chromatography to give N-(4-{5-[2-chloro-5-(pyrrolidin-1-ylmethyl)phenyl]-4-(4H-1,2,4-triazol-3-yl)-2-furyl}-5-methylpyridin-2-yl)acetamide (0.14 g, 81%). L...